Task: describe an organic reaction: reactants, conditions, products, and yield. Dataset: the Open Reaction Database (ORD), a public repository of structured organic reaction records Reactants: C(C=C)N1C(=O)N(C(=O)C(=C1N)N)CC=C (1,3-diallyl-5,6-diaminouracil), COC=1C=C(C=CC(=O)O)C=CC1OC (3,4-dimethoxycinnamic acid). Yields the product C(C=C)N1C(=O)N(C=2N=C(NC2C1=O)\C=C\C1=CC(=C(C=C1)OC)OC)CC=C ((E)-1,3-Diallyl-8-(3,4-dimethoxystyryl)xanthine). As a reaction SMILES: [CH2:1]([N:4]1[C:11]([NH2:12])=[C:10]([NH2:13])[C:8](=[O:9])[N:7]([CH2:14][CH:15]=[CH2:16])[C:5]1=[O:6])[CH:2]=[CH2:3].[CH3:17][O:18][C:19]1[CH:20]=[C:21]([CH:27]=[CH:28][C:29]=1[O:30][CH3:31])[CH:22]=[CH:23][C:24](O)=O>>[CH2:14]([N:7]1[C:8](=[O:9])[C:10]2[NH:13][C:24](/[CH:23]=[CH:22]/[C:21]3[CH:27]=[CH:28][C:29]([O:30][CH3:31])=[C:19]([O:18][CH3:17])[CH:20]=3)=[N:12][C:11]=2[N:4]([CH2:1][CH:2]=[CH2:3])[C:5]1=[O:6])[CH:15]=[CH2:16]. Procedure: Substantially the same procedure as in Reference Example 1 was repeated using 2.9 g (13.1 mmol) of 1,3-diallyl-5,6-diaminouracil and 2.99 g (14.4 mmol) of 3,4-dimethoxycinnamic acid. Then, the resultant crude crystals were recrystallized from dioxane/water to give 2.80 g (yield of Compound 190 as pale yellow flocculent precipitates. Starting materials: COC1=CC=C(C=C1)C1=CC=C(C=C1)S(=O)(=O)C1C(N(CCCC1)OC(C1=CC=CC=C1)(C1=CC=CC=C1)C1=CC=CC=C1)=O (3-(4′-Methoxy-biphenyl-4-sulfonyl)-1-trityloxy-azepan-2-one), C(=O)(C(F)(F)F)O (TFA). Run in C(Cl)Cl (CH2Cl2). Reaction conditions: time 30 minute. Yields the product ON1C(C(CCCC1)S(=O)(=O)C1=CC=C(C=C1)C1=CC=C(C=C1)OC)=O (1-Hydroxy-3-(4′-methoxy-biphenyl-4-sulfonyl)-azepan-2-one). Reaction SMILES: [CH3:1][O:2][C:3]1[CH:8]=[CH:7][C:6]([C:9]2[CH:14]=[CH:13][C:12]([S:15]([CH:18]3[CH2:24][CH2:23][CH2:22][CH2:21][N:20]([O:25]C(C4C=CC=CC=4)(C4C=CC=CC=4)C4C=CC=CC=4)[C:19]3=[O:45])(=[O:17])=[O:16])=[CH:11][CH:10]=2)=[CH:5][CH:4]=1.C(O)(C(F)(F)F)=O>C(Cl)Cl>[OH:25][N:20]1[CH2:21][CH2:22][CH2:23][CH2:24][CH:18]([S:15]([C:12]2[CH:11]=[CH:10][C:9]([C:6]3[CH:7]=[CH:8][C:3]([O:2][CH3:1])=[CH:4][CH:5]=3)=[CH:14][CH:13]=2)(=[O:17])=[O:16])[C:19]1=[O:45]. Reported procedure: 3-(4′-Methoxy-biphenyl-4-sulfonyl)-1-trityloxy-azepan-2-one prepared from step G (5.1 mg, 0.00826 mmol) in 0.75 ml of anhydrous CH2Cl2 was added 0.75 ml of TFA and the resulting solution was stirred for 30 min. After TLC indicated the completion of the reaction (<30 min), the reaction mixture was concentrated under reduced pressure to gave a crude material, which was then purified by a column chromatography (0˜5% MeOH in CH2Cl2). MS: 376.0 (M+H)+, 398.1 (M+Na)+.